The task is: describe an organic reaction: reactants, conditions, products, and yield. This data is from the Open Reaction Database (ORD), a public repository of structured organic reaction records. Reactants: CC(=O)[O-], CC(=O)[O-], COCCOC, CN(C(=O)C(C)(C)c1cc(C(F)(F)F)cc(C(F)(F)F)c1)c1cnc(N2CC(O)CC2CO)cc1I, [Na+], [Na+], O=C([O-])[O-], [Pd+2], Cc1ccc(B(O)O)cc1, c1ccc(P(c2ccccc2)c2ccccc2)cc1. Product: Cc1ccc(-c2cc(N3CC(O)CC3CO)ncc2N(C)C(=O)C(C)(C)c2cc(C(F)(F)F)cc(C(F)(F)F)c2)cc1. As a reaction SMILES: [C:78]([O-:79])(=[O:80])[CH3:81].[C:83]([O-:84])(=[O:85])[CH3:86].[CH3:72][O:73][CH2:74][CH2:75][O:76][CH3:77].[F:1][C:2]([c:3]1[cH:4][c:5]([C:13]([C:14](=[O:15])[N:16]([CH3:17])[c:18]2[cH:19][n:20][c:21]([N:25]3[CH:26]([CH2:31][OH:32])[CH2:27][CH:28]([OH:30])[CH2:29]3)[cH:22][c:23]2[I:24])([CH3:33])[CH3:34])[cH:6][c:7]([C:9]([F:10])([F:11])[F:12])[cH:8]1)([F:35])[F:36].[Na+:47].[Na+:48].[O-:49][C:50](=[O:51])[O-:52].[Pd+2:82].[c:37]1([CH3:46])[cH:38][cH:39][c:40]([B:43]([OH:44])[OH:45])[cH:41][cH:42]1.[c:53]1([P:54]([c:55]2[cH:56][cH:57][cH:58][cH:59][cH:60]2)[c:61]2[cH:62][cH:63][cH:64][cH:65][cH:66]2)[cH:67][cH:68][cH:69][cH:70][cH:71]1>>[F:1][C:2]([c:3]1[cH:4][c:5]([C:13]([C:14](=[O:15])[N:16]([CH3:17])[c:18]2[cH:19][n:20][c:21]([N:25]3[CH:26]([CH2:31][OH:32])[CH2:27][CH:28]([OH:30])[CH2:29]3)[cH:22][c:23]2-[c:40]2[cH:39][cH:38][c:37]([CH3:46])[cH:42][cH:41]2)([CH3:33])[CH3:34])[cH:6][c:7]([C:9]([F:10])([F:11])[F:12])[cH:8]1)([F:35])[F:36].